This data is from the Open Reaction Database (ORD), a public repository of structured organic reaction records. The task is: describe an organic reaction: reactants, conditions, products, and yield The reactants are C(#N)C=C1CN(C1)C1(CCN(CC1)C(=O)OC(C)(C)C)C (tert-butyl 4-[3-(cyanomethylene)azetidin-1-yl]-4-methylpiperidine-1-carboxylate), N1N=CC(=C1)C=1C2=C(N=CN1)N(C=C2)COCC[Si](C)(C)C (4-(1H-pyrazol-4-yl)-7-{[2-(trimethylsilyl)ethoxy]methyl}-7H-pyrrolo[2,3-d]pyrimidine), N12CCCCCC2=NCCC1 (1,8-diazabicyclo[5.4.0]undec-7-ene). Run in C(C)#N (acetonitrile). Yields the product C(#N)CC1(CN(C1)C1(CCN(CC1)C(=O)OC(C)(C)C)C)N1N=CC(=C1)C=1C2=C(N=CN1)N(C=C2)COCC[Si](C)(C)C (tert-Butyl 4-{3-(Cyanomethyl)-3-[4-(7-{[2-(trimethylsilyl)ethoxy]methyl}-7H-pyrrolo[2,3-d]pyrimidin-4-yl)-1H-pyrazol-1-yl]azetidin-1-yl}-4-methylpiperidine-1-carboxylate). RXN SMILES: [C:1]([CH:3]=[C:4]1[CH2:7][N:6]([C:8]2([CH3:21])[CH2:13][CH2:12][N:11]([C:14]([O:16][C:17]([CH3:20])([CH3:19])[CH3:18])=[O:15])[CH2:10][CH2:9]2)[CH2:5]1)#[N:2].[NH:22]1[CH:26]=[C:25]([C:27]2[C:28]3[CH:35]=[CH:34][N:33]([CH2:36][O:37][CH2:38][CH2:39][Si:40]([CH3:43])([CH3:42])[CH3:41])[C:29]=3[N:30]=[CH:31][N:32]=2)[CH:24]=[N:23]1.N12CCCN=C1CCCCC2>C(#N)C>[C:1]([CH2:3][C:4]1([N:22]2[CH:26]=[C:25]([C:27]3[C:28]4[CH:35]=[CH:34][N:33]([CH2:36][O:37][CH2:38][CH2:39][Si:40]([CH3:43])([CH3:42])[CH3:41])[C:29]=4[N:30]=[CH:31][N:32]=3)[CH:24]=[N:23]2)[CH2:5][N:6]([C:8]2([CH3:21])[CH2:9][CH2:10][N:11]([C:14]([O:16][C:17]([CH3:20])([CH3:19])[CH3:18])=[O:15])[CH2:12][CH2:13]2)[CH2:7]1)#[N:2]. Reported procedure: A 2 L round bottom flask fitted with overhead stirring, septa and nitrogen inlet was charged with tert-butyl 4-[3-(cyanomethylene)azetidin-1-yl]-4-methylpiperidine-1-carboxylate (9.17 g, 0.0472 mol), 4-(1H-pyrazol-4-yl)-7-{[2-(trimethylsilyl)ethoxy]methyl}-7H-pyrrolo[2,3-d]pyrimidine (14.9 g, 0.0472 mol) and acetonitrile (300 mL). The resulting solution was heterogeneous. To the solution was added 1,8-diazabicyclo[5.4.0]undec-7-ene (8.48 mL, 0.0567 mol) portionwise via a syringe over 3 minutes a... Starting materials: [Na] (sodium), N1C=NC=C1 (imidazole), COC(C(=O)Cl)(CCC)C1=C(C=C(C=C1)Cl)Cl (α-methoxy-α-n-propyl-2,4-dichlorophenylacetic acid chloride), ice water. Solvent: C(C)#N (acetonitrile). Reaction conditions: time 2 hour. Yields the product COC(C(=O)N1C=NC=C1)(CCC)C1=C(C=C(C=C1)Cl)Cl (N-(α-methoxy-α-n-propyl-2,4-dichlorophenylacetyl)imidazole). RXN SMILES: [Na].[NH:2]1[CH:6]=[CH:5][N:4]=[CH:3]1.[CH3:7][O:8][C:9]([C:16]1[CH:21]=[CH:20][C:19]([Cl:22])=[CH:18][C:17]=1[Cl:23])([CH2:13][CH2:14][CH3:15])[C:10](Cl)=[O:11]>C(#N)C>[CH3:7][O:8][C:9]([C:16]1[CH:21]=[CH:20][C:19]([Cl:22])=[CH:18][C:17]=1[Cl:23])([CH2:13][CH2:14][CH3:15])[C:10]([N:2]1[CH:6]=[CH:5][N:4]=[CH:3]1)=[O:11] |^1:0|. Reported procedure: To 20 ml of acetonitrile was added 2.3 g of the sodium salt of imidazole, and 7.0 g of α-methoxy-α-n-propyl-2,4-dichlorophenylacetic acid chloride was then added dropwise at room temperature. The mixture was stirred for 2 hours, poured into 200 ml of ice water and extracted with 300 ml of chloroform. The extract was concentrated under reduced pressure, and the oily product obtained was purified by column chromatography on silica gel to obtain 2.5 g of N-(α-methoxy-α-n-propyl-2,4-dichlorophenylac... Reactants: C1(=CC=CC=C1)C(N1CCN(CC1)CC=1C=C(C(=CC1)NCCOC)N)C1=CC=CC=C1 (4-[4-(diphenylmethyl)-1-piperazinylmethyl]-N1 -(2-methoxyethyl)-1,2-benzenediamine), COC(OC)OC (trimethoxymethane). Run in C(C)(=O)O (acetic acid). The product is C1(=CC=CC=C1)C(N1CCN(CC1)CC1=CC2=C(N(C=N2)CCOC)C=C1)C1=CC=CC=C1 (5-[4-(diphenylmethyl)-1-piperazinylmethyl]-1-(2-methoxyethyl)-1H-benzimidazole). Isolated yield 70.0%. RXN SMILES: [C:1]1([CH:7]([C:27]2[CH:32]=[CH:31][CH:30]=[CH:29][CH:28]=2)[N:8]2[CH2:13][CH2:12][N:11]([CH2:14][C:15]3[CH:16]=[C:17]([NH2:26])[C:18]([NH:21][CH2:22][CH2:23][O:24][CH3:25])=[CH:19][CH:20]=3)[CH2:10][CH2:9]2)[CH:6]=[CH:5][CH:4]=[CH:3][CH:2]=1.[CH3:33]OC(OC)OC>C(O)(=O)C>[C:27]1([CH:7]([C:1]2[CH:2]=[CH:3][CH:4]=[CH:5][CH:6]=2)[N:8]2[CH2:13][CH2:12][N:11]([CH2:14][C:15]3[CH:20]=[CH:19][C:18]4[N:21]([CH2:22][CH2:23][O:24][CH3:25])[CH:33]=[N:26][C:17]=4[CH:16]=3)[CH2:10][CH2:9]2)[CH:28]=[CH:29][CH:30]=[CH:31][CH:32]=1. Procedure: A solution of 2.8 parts of 4-[4-(diphenylmethyl)-1-piperazinylmethyl]-N1 -(2-methoxyethyl)-1,2-benzenediamine, 20 parts of trimethoxymethane and 0.39 parts of acetic acid is stirred and refluxed for 1.50 hours. The reaction mixture is evaporated and the residue is dissolved in a diluted hydrochloric acid solution. The free base is liberated in the conventional manner with ammonium hydroxide and extracted with dichloromethane. The extract is dried, filtered and evaporated. The residue is washed w...